This data is from the Open Reaction Database (ORD), a public repository of structured organic reaction records. The task is: describe an organic reaction: reactants, conditions, products, and yield Reactants: CC(C)OC(=O)C(N)Cc1ccccc1, O=C(O)C(F)(F)F, O, Cc1ccc(S(=O)(=O)N2CCCC2C(=O)O)cc1. Product: Cc1ccc(S(=O)(=O)N2CCCC2C(=O)NC(Cc2ccccc2)C(=O)OC(C)C)cc1. RXN SMILES: [CH:27]([CH3:28])([CH3:29])[O:30][C:31]([CH:32]([NH2:33])[CH2:34][c:35]1[cH:36][cH:37][cH:38][cH:39][cH:40]1)=[O:41].[F:20][C:21]([F:22])([F:23])[C:24]([OH:25])=[O:26].[OH2:1].[c:2]1([CH3:19])[cH:3][cH:4][c:5]([S:8](=[O:9])(=[O:10])[N:11]2[CH:12]([C:13](=[O:14])[OH:15])[CH2:16][CH2:17][CH2:18]2)[cH:6][cH:7]1>>[c:2]1([CH3:19])[cH:3][cH:4][c:5]([S:8](=[O:9])(=[O:10])[N:11]2[CH:12]([C:13](=[O:15])[NH:33][CH:32]([C:31]([O:30][CH:27]([CH3:28])[CH3:29])=[O:41])[CH2:34][c:35]3[cH:36][cH:37][cH:38][cH:39][cH:40]3)[CH2:16][CH2:17][CH2:18]2)[cH:6][cH:7]1. Starting materials: ClC=1C(=NC=CN1)C(=O)O (3-chloropyrazine-2-carboxylic acid), C([O-])([O-])=O.[Cs+].[Cs+] (cesium carbonate), IC (iodomethane). Solvent: CN(C)C=O (DMF). Run at time 48 hour. The product is ClC=1C(=NC=CN1)C(=O)OC (METHYL 3-CHLOROPYRAZINE-2-CARBOXYLATE). As a reaction SMILES: [Cl:1][C:2]1[C:3]([C:8]([OH:10])=[O:9])=[N:4][CH:5]=[CH:6][N:7]=1.[C:11](=O)([O-])[O-].[Cs+].[Cs+].IC>CN(C=O)C>[Cl:1][C:2]1[C:3]([C:8]([O:10][CH3:11])=[O:9])=[N:4][CH:5]=[CH:6][N:7]=1 |f:1.2.3|. Procedure details: To a suspension of 3-chloropyrazine-2-carboxylic acid (10 g, 63 mmol) and cesium carbonate (31 g, 95 mmol) in DMF was added iodomethane (5.9 ml, 95 mmol). The solution was stirred for 48 hours. After that time, the reaction was removed from stirring, acidified to pH 5 with 1.0 N HCl and extracted five times with ethyl acetate. The combined organics were dried over sodium sulfate, filtered, and concentrated, affording to target material as an orange oil. MS (ESI, pos. ion) m/z: 173.0 (M+1). Product: CN1CCN(C2=NC(=O)C(=Cc3ccc4c(cnn4Cc4ccc(O)cc4C(F)(F)F)c3)S2)CC1. The reactants are BrB(Br)Br, COc1ccc(Cn2ncc3cc(C=C4SC(N5CCN(C)CC5)=NC4=O)ccc32)c(C(F)(F)F)c1, ClCCl. RXN SMILES: [B:37]([Br:38])([Br:39])[Br:40].[CH3:1][O:2][c:3]1[cH:4][c:5]([C:33]([F:34])([F:35])[F:36])[c:6]([CH2:7][n:8]2[n:9][cH:10][c:11]3[cH:12][c:13]([CH:17]=[C:18]4[C:19](=[O:30])[N:20]=[C:21]([N:23]5[CH2:24][CH2:25][N:26]([CH3:29])[CH2:27][CH2:28]5)[S:22]4)[cH:14][cH:15][c:16]23)[cH:31][cH:32]1.[Cl:41][CH2:42][Cl:43]>>[OH:2][c:3]1[cH:4][c:5]([C:33]([F:34])([F:35])[F:36])[c:6]([CH2:7][n:8]2[n:9][cH:10][c:11]3[cH:12][c:13]([CH:17]=[C:18]4[C:19](=[O:30])[N:20]=[C:21]([N:23]5[CH2:24][CH2:25][N:26]([CH3:29])[CH2:27][CH2:28]5)[S:22]4)[cH:14][cH:15][c:16]23)[cH:31][cH:32]1. Starting materials: BrC=1C=C(C=CC1OC)C1=CC=C(C=C1)C(=O)OCC (3′-bromo-4′-methoxy-[1,1′-biphenyl]-4-carboxylic acid, ethyl ester), [N+](=O)([O-])C=1C=C(C=CC1)B(O)O (3-nitrophenylboronic acid), C1(=C(C=CC=C1)P(C1=C(C=CC=C1)C)C1=C(C=CC=C1)C)C (tri-o-tolylphosphine), C([O-])([O-])=O.[K+].[K+] (potassium carbonate). Reagents/catalysts: C(C)(=O)[O-].[Pd+2].C(C)(=O)[O-] (palladium (II) acetate). Solvent: CN(C=O)C (dimethylformamide), O (water), O (water). Conditions: temperature 60 celsius. The product is COC1=C(C=C(C=C1)C1=CC=C(C=C1)C(=O)OCC)C1=CC(=CC=C1)[N+](=O)[O-] (4′-methoxy-3′-(3-nitrophenyl)-[1,1′-biphenyl]-4-carboxylic acid, ethyl ester). Reaction SMILES: Br[C:2]1[CH:3]=[C:4]([C:10]2[CH:15]=[CH:14][C:13]([C:16]([O:18][CH2:19][CH3:20])=[O:17])=[CH:12][CH:11]=2)[CH:5]=[CH:6][C:7]=1[O:8][CH3:9].[N+:21]([C:24]1[CH:25]=[C:26](B(O)O)[CH:27]=[CH:28][CH:29]=1)([O-:23])=[O:22].C1(C)C=CC=CC=1P(C1C=CC=CC=1C)C1C=CC=CC=1C.C(=O)([O-])[O-].[K+].[K+]>CN(C)C=O.C([O-])(=O)C.[Pd+2].C([O-])(=O)C.O>[CH3:9][O:8][C:7]1[CH:6]=[CH:5][C:4]([C:10]2[CH:15]=[CH:14][C:13]([C:16]([O:18][CH2:19][CH3:20])=[O:17])=[CH:12][CH:11]=2)=[CH:3][C:2]=1[C:28]1[CH:27]=[CH:26][CH:25]=[C:24]([N+:21]([O-:23])=[O:22])[CH:29]=1 |f:3.4.5,7.8.9|. Procedure: A stirred mixture of 3′-bromo-4′-methoxy-[1,1′-biphenyl]-4-carboxylic acid, ethyl ester (26.6 g, 79.3 mmol), 3-nitrophenylboronic acid (21.2 g, 127 mmol), tri-o-tolylphosphine (2.51 g, 8.26 mmol), palladium (II) acetate (0.91 g, 4.05 mmol), potassium carbonate (21.9 g, 159 mmol) and water (100 mL) in dimethylformamide (400 mL) is heated at 60° C. for 2 h. The mixture is then treated with water (1000 mL) and extracted with ethyl acetate (3×200 mL). The combined extracts are dried (Na2SO4), filter... Reactants: C(C)(=O)C1=NNC(=C1)C(=O)N[C@H](CN1N=C(C=C1)C1=CC(=C(C=C1)C#N)Cl)C ((S)-3-acetyl-N-(1-(3-(3-chloro-4-cyanophenyl)-1H-pyrazol-1-yl)propan-2-yl)-1H-pyrazole-5-carboxamide), CCO (EtOH), [BH4-].[Na+] (sodium borohydride), CCO (EtOH), Cl (HCl). The solvent is O (water). Run at time 8 hour. Product: ClC=1C=C(C=CC1C#N)C1=NN(C=C1)C[C@H](C)NC(=O)C1=CC(=NN1)C(C)O (N—((S)-1-(3-(3-chloro-4-cyanophenyl)-1H-pyrazol-1-yl)-propan-2-yl)-3-(1-hydroxyethyl)-1H-pyrazole-5-carboxamide). As a reaction SMILES: [C:1]([C:4]1[CH:8]=[C:7]([C:9]([NH:11][C@@H:12]([CH3:28])[CH2:13][N:14]2[CH:18]=[CH:17][C:16]([C:19]3[CH:24]=[CH:23][C:22]([C:25]#[N:26])=[C:21]([Cl:27])[CH:20]=3)=[N:15]2)=[O:10])[NH:6][N:5]=1)(=[O:3])[CH3:2].CCO.[BH4-].[Na+].Cl>O>[Cl:27][C:21]1[CH:20]=[C:19]([C:16]2[CH:17]=[CH:18][N:14]([CH2:13][C@@H:12]([NH:11][C:9]([C:7]3[NH:6][N:5]=[C:4]([CH:1]([OH:3])[CH3:2])[CH:8]=3)=[O:10])[CH3:28])[N:15]=2)[CH:24]=[CH:23][C:22]=1[C:25]#[N:26] |f:2.3|. Reported procedure: (S)-3-acetyl-N-(1-(3-(3-chloro-4-cyanophenyl)-1H-pyrazol-1-yl)propan-2-yl)-1H-pyrazole-5-carboxamide (100 mg; 0.25 mmol) and 5 ml of EtOH were put to reaction flask and sodium borohydride (19 mg; 0.5 mmol) was added slowly as EtOH suspension. The reaction was stirred overnight to completion. 0.5 ml of water and 1 ml of 0.5M HCl were added dropwise. The solution was evaporated to dryness, 20 ml of DCM was added and washed with 10 ml of 1 M NaHCO3 and 10 ml of water followed with drying over Na2SO... Starting materials: Cc1ccc(C(N)CCO)cn1, C1CCOC1, COC(=O)c1ccc2cccnc2c1. Product: OCc1ccc2cccnc2c1. RXN SMILES: [NH2:15][CH:16]([c:17]1[cH:18][n:19][c:20]([CH3:21])[cH:22][cH:23]1)[CH2:24][CH2:25][OH:26].[O:27]1[CH2:28][CH2:29][CH2:30][CH2:31]1.[n:1]1[cH:2][cH:3][cH:4][c:5]2[cH:6][cH:7][c:8]([C:11](=[O:12])[O:13][CH3:14])[cH:9][c:10]12>>[n:1]1[cH:2][cH:3][cH:4][c:5]2[cH:6][cH:7][c:8]([CH2:11][OH:12])[cH:9][c:10]12.